From a dataset of the Open Reaction Database (ORD), a public repository of structured organic reaction records. describe an organic reaction: reactants, conditions, products, and yield The reactants are [BH4-].[Na+] (sodium borohydride), C1(=CC=CC=C1)C1(OC2=C(O1)C=CC(=C2)C(C(C)N2CCC(CC2)(C2=CC=CC=C2)O)=O)C2=CC=CC=C2 (1-(2,2-diphenyl-benzo(1,3)dioxol-5-yl)-2-(4-hydroxy-4-phenylpiperidin-1-yl)-propan-1-one). The solvent is C(C)O (ethanol). Run at time 10 minute. Product: C1(=CC=CC=C1)C1(OC2=C(O1)C=CC(=C2)C(C(C)N2CCC(CC2)(C2=CC=CC=C2)O)O)C2=CC=CC=C2 (1-(2,2-diphenyl-benzo(1,3)dioxol-5-yl)-2-(4-hydroxy-4-phenylpiperidin-1-yl)-propan-1-ol). Reaction SMILES: [BH4-].[Na+].[C:3]1([C:9]2([C:35]3[CH:40]=[CH:39][CH:38]=[CH:37][CH:36]=3)[O:13][C:12]3[CH:14]=[CH:15][C:16]([C:18](=[O:34])[CH:19]([N:21]4[CH2:26][CH2:25][C:24]([OH:33])([C:27]5[CH:32]=[CH:31][CH:30]=[CH:29][CH:28]=5)[CH2:23][CH2:22]4)[CH3:20])=[CH:17][C:11]=3[O:10]2)[CH:8]=[CH:7][CH:6]=[CH:5][CH:4]=1>C(O)C>[C:35]1([C:9]2([C:3]3[CH:4]=[CH:5][CH:6]=[CH:7][CH:8]=3)[O:13][C:12]3[CH:14]=[CH:15][C:16]([CH:18]([OH:34])[CH:19]([N:21]4[CH2:22][CH2:23][C:24]([OH:33])([C:27]5[CH:28]=[CH:29][CH:30]=[CH:31][CH:32]=5)[CH2:25][CH2:26]4)[CH3:20])=[CH:17][C:11]=3[O:10]2)[CH:36]=[CH:37][CH:38]=[CH:39][CH:40]=1 |f:0.1|. Procedure details: A mixture of sodium borohydride (0.15 g, 3.97 mmol) and ethanol (5 mL) was stirred 10 minutes and then 1-(2,2-diphenyl-benzo(1,3)dioxol-5-yl)-2-(4-hydroxy-4-phenylpiperidin-1-yl)-propan-1-one (1.70 g, 3.36 mmol in 20 mL of ethanol) was added. The reaction was stirred at ambient temperature over the weekend. The white precipitate was collected, rinsed with ethanol and ether and air dried to afford 1.35 g of crude product. The product was recrystallized from ethanol/ethyl acetate/methylene chlorid... Yields the product OCCN(C(=O)C1=NC(=NC(=C1OCC1=CC=CC=C1)O)CC1(CCCC1)C1=CC=C(C=C1)C(F)(F)F)C(C)C (5-Benzyloxy-6-hydroxy-2-[1-(4-trifluoromethyl-phenyl)-cyclopentylmethyl]-pyrimidine-4-carboxylic acid (2-hydroxyethyl)-isopropylamide). As a reaction SMILES: [Si]([O:8][CH2:9][CH2:10][N:11]([CH:45]([CH3:47])[CH3:46])[C:12]([C:14]1[C:19]([O:20][CH2:21][C:22]2[CH:27]=[CH:26][CH:25]=[CH:24][CH:23]=2)=[C:18]([OH:28])[N:17]=[C:16]([CH2:29][C:30]2([C:35]3[CH:40]=[CH:39][C:38]([C:41]([F:44])([F:43])[F:42])=[CH:37][CH:36]=3)[CH2:34][CH2:33][CH2:32][CH2:31]2)[N:15]=1)=[O:13])(C(C)(C)C)(C)C.Cl.OCCN(C(C)C)C(C1C(OCC2C=CC=CC=2)=C(O)N=C(CC2(C3C=C(Cl)C=CC=3Cl)CCCC2)N=1)=O>>[OH:8][CH2:9][CH2:10][N:11]([CH:45]([CH3:47])[CH3:46])[C:12]([C:14]1[C:19]([O:20][CH2:21][C:22]2[CH:23]=[CH:24][CH:25]=[CH:26][CH:27]=2)=[C:18]([OH:28])[N:17]=[C:16]([CH2:29][C:30]2([C:35]3[CH:36]=[CH:37][C:38]([C:41]([F:43])([F:44])[F:42])=[CH:39][CH:40]=3)[CH2:31][CH2:32][CH2:33][CH2:34]2)[N:15]=1)=[O:13]. Yield: 70.5%. Starting materials: [Si](C)(C)(C(C)(C)C)OCCN(C(=O)C1=NC(=NC(=C1OCC1=CC=CC=C1)O)CC1(CCCC1)C1=CC=C(C=C1)C(F)(F)F)C(C)C (5-Benzyloxy-6-hydroxy-2-[1-(4-trifluoromethyl-phenyl)-cyclopentylmethyl]-pyrimidine-4-carboxylic acid [2-(tert-butyl-dimethylsilanyloxy)-ethyl]-isopropylamide), Cl (HCl), OCCN(C(=O)C1=NC(=NC(=C1OCC1=CC=CC=C1)O)CC1(CCCC1)C1=C(C=CC(=C1)Cl)Cl)C(C)C (5-benzyloxy-2-[1-(2,5-dichlorophenyl)-cyclopentylmethyl]-6-hydroxypyrimidine-4-carboxylic acid (2-hydroxyethyl)-isopropylamide). Reported procedure: 5-Benzyloxy-6-hydroxy-2-[1-(4-trifluoromethyl-phenyl)-cyclopentylmethyl]-pyrimidine-4-carboxylic acid (2-hydroxyethyl)-isopropylamide (246) (110 mg, 70.79%) as a white sticky solid was synthesized from 5-benzyloxy-6-hydroxy-2-[1-(4-trifluoromethyl-phenyl)-cyclopentylmethyl]-pyrimidine-4-carboxylic acid [2-(tert-butyl-dimethylsilanyloxy)-ethyl]-isopropylamide (245) (187 mg, 0.28 mmol) and 1N HCl (0.05 mL, 1.39 mmol) following the procedure as described for 5-benzyloxy-2-[1-(2,5-dichlorophenyl)-cy... Reactants: COC(=O)C=Cc1ccc(CNC(=O)OCc2cccnc2)cc1, O=C(C=Cc1ccc(CNC(=O)c2ccc(N3CCN(Cc4cccnc4)CC3)cc2)cc1)NO. Product: O=C(C=Cc1ccc(CNC(=O)OCc2cccnc2)cc1)NO. Reaction SMILES: [CH3:36][O:37][C:38](=[O:39])[CH:40]=[CH:41][c:42]1[cH:43][cH:44][c:45]([CH2:46][NH:47][C:48](=[O:49])[O:51][CH2:52][c:53]2[cH:54][n:55][cH:56][cH:57][cH:58]2)[cH:50][cH:59]1.[OH:1][NH:2][C:3](=[O:4])[CH:5]=[CH:6][c:7]1[cH:8][cH:9][c:10]([CH2:11][NH:12][C:13]([c:14]2[cH:15][cH:16][c:17]([N:18]3[CH2:19][CH2:20][N:21]([CH2:22][c:23]4[cH:24][n:25][cH:26][cH:27][cH:28]4)[CH2:29][CH2:30]3)[cH:31][cH:32]2)=[O:33])[cH:34][cH:35]1>>[OH:1][NH:2][C:3](=[O:4])[CH:5]=[CH:6][c:7]1[cH:8][cH:9][c:10]([CH2:11][NH:12][C:13](=[O:33])[O:51][CH2:52][c:53]2[cH:54][n:55][cH:56][cH:57][cH:58]2)[cH:34][cH:35]1. Starting materials: CC(=O)OC(C)=O, CO, CN(C)c1ccncc1, ClCCl, O=C(O)N1CCC(O)C1, c1ccncc1. The product is CC(=O)OC1CCN(C(=O)O)C1. RXN SMILES: [CH3:10][C:11](=[O:12])[O:13][C:14](=[O:15])[CH3:16].[CH3:23][OH:24].[CH3:25][N:26]([CH3:27])[c:28]1[cH:29][cH:30][n:31][cH:32][cH:33]1.[Cl:34][CH2:35][Cl:36].[OH:1][CH:2]1[CH2:3][N:4]([C:7](=[O:8])[OH:9])[CH2:5][CH2:6]1.[cH:17]1[cH:18][cH:19][n:20][cH:21][cH:22]1>>[O:1]([CH:2]1[CH2:3][N:4]([C:7](=[O:8])[OH:9])[CH2:5][CH2:6]1)[C:11]([CH3:10])=[O:12]. Starting materials: [Br-], [Br-], BrC1=CCCCCC1, C[N+](C)(CC[N+](C)(C)Cc1ccccc1)Cc1ccccc1, ClCCl, BrC(Br)Br, [K+], [OH-]. The product is BrC1(Br)C2CCCCCC21Br. Reaction SMILES: [Br-:13].[Br-:14].[Br:1][C:2]1=[CH:3][CH2:4][CH2:5][CH2:6][CH2:7][CH2:8]1.[CH2:15]([N+:16]([CH3:17])([CH3:18])[CH2:19][CH2:20][N+:21]([CH2:22][c:23]1[cH:24][cH:25][cH:26][cH:27][cH:28]1)([CH3:29])[CH3:30])[c:31]1[cH:32][cH:33][cH:34][cH:35][cH:36]1.[CH2:39]([Cl:40])[Cl:41].[CH:9]([Br:10])([Br:11])[Br:12].[K+:38].[OH-:37]>>[Br:1][C:2]12[CH2:3][CH2:4][CH2:5][CH2:6][CH2:7][CH:8]1[C:9]2([Br:10])[Br:11]. Starting materials: CNCC1=CC=CC=C1 (methylbenzylamine), C=O (formaldehyde), C1C(=CC2=C(O1)C=C(C=C2)O)C3=CC=C(C=C3)O (dehydroequol), C(C)O (ethanol), OC1=CC=C(C=2COC3=CC(=CC=C3C2)O)C=C1 (4′,7-Dihydroxyisoflav-3-ene), C(C)O (ethanol). Run at temperature 85 celsius. The product is C1(=CC=CC=C1)C(C)N1COC2=C(C1)C=C1C=C(COC1=C2)C2=CC=C(C=C2)O (4-(3-(1-Phenylethyl)-2,3,4,8-tetrahydrochromeno[6,7-e][1,3]oxazin-7-yl)phenol). As a reaction SMILES: [OH:1][C:2]1[CH:18]=[CH:17][C:5]([C:6]2[CH2:7][O:8][C:9]3[C:14]([CH:15]=2)=[CH:13][CH:12]=[C:11](O)[CH:10]=3)=[CH:4][CH:3]=1.[CH3:19][NH:20][CH2:21][C:22]1[CH:27]=[CH:26][CH:25]=[CH:24][CH:23]=1.[CH2:28]=[O:29].[CH2:30](O)C>>[C:22]1([CH:21]([N:20]2[CH2:19][C:12]3[CH:13]=[C:14]4[C:9](=[CH:10][C:11]=3[O:29][CH2:28]2)[O:8][CH2:7][C:6]([C:5]2[CH:17]=[CH:18][C:2]([OH:1])=[CH:3][CH:4]=2)=[CH:15]4)[CH3:30])[CH:27]=[CH:26][CH:25]=[CH:24][CH:23]=1. Reported procedure: 4′,7-Dihydroxyisoflav-3-ene (0.45 g, 1.87 mmol) was dissolved in ethanol (ca 40 mL) and heated to 80-90° C. A solution of methylbenzylamine (0.44 mL, 4.03 mmol) and 37% formaldehyde (0.35 mL, 123 mmol) in ethanol (ca. 20 mL) was added to the dehydroequol solution. The reaction mixture was refluxed for approximately 7 hours and after cooling to room temperature the volume was concentrated in vacuo. The mixture was left in the fridge to crystallise. The yellow solid was collected under suction and... The reactants are COC(=O)C=1OC(=O)C2=CC=C(C=C2C1C1=CC=CC=C1)Br (6-bromo-4-phenyl-3-isocoumarincarboxylic acid methyl ester), COC(C1=CC=C(C=C1)CN)=O (4-aminomethylbenzoic acid methyl ester). Run in CO (methanol). Reaction conditions: time 18 hour. The product is COC(=O)C=1N(C(C2=CC=C(C=C2C1C1=CC=CC=C1)Br)=O)CC1=CC=C(C=C1)C(=O)OC (6-bromo-2-(4-methoxycarbonylbenzyl)-1-oxo-4-phenyl-1,2-dihydroisoquinoline-3-carboxylic acid methyl ester). The yield is 67.0%. RXN SMILES: [CH3:1][O:2][C:3]([C:5]1[O:6][C:7]([C:9]2[C:14]([C:15]=1[C:16]1[CH:21]=[CH:20][CH:19]=[CH:18][CH:17]=1)=[CH:13][C:12]([Br:22])=[CH:11][CH:10]=2)=O)=[O:4].[CH3:23][O:24][C:25](=[O:34])[C:26]1[CH:31]=[CH:30][C:29]([CH2:32][NH2:33])=[CH:28][CH:27]=1>CO>[CH3:1][O:2][C:3]([C:5]1[N:33]([CH2:32][C:29]2[CH:30]=[CH:31][C:26]([C:25]([O:24][CH3:23])=[O:34])=[CH:27][CH:28]=2)[C:7](=[O:6])[C:9]2[C:14]([C:15]=1[C:16]1[CH:21]=[CH:20][CH:19]=[CH:18][CH:17]=1)=[CH:13][C:12]([Br:22])=[CH:11][CH:10]=2)=[O:4]. Procedure details: To a solution of 6-bromo-4-phenyl-3-isocoumarincarboxylic acid methyl ester (3.60 g) in methanol (50 ml) was added 4-aminomethylbenzoic acid methyl ester (3.16 ml) and the mixture was stirred at room temperature for 18 hrs. The solvent was evaporated under reduced pressure and 1N hydrochloric acid was added, and the mixture was extracted with ethyl acetate. The extract was washed with saturated brine and dried by adding sodium sulfate. The solvent was evaporated under reduced pressure, and the o... Reactants: [Br-], O=C(O)CC[P+](c1ccccc1)(c1ccccc1)c1ccccc1, COc1ccc(C=O)cc1, CS(C)=O, [H-], [Na+], C1CCOC1. Yields the product COc1ccc(C=CCC(=O)O)cc1. Reaction SMILES: [Br-:1].[C:2](=[O:3])([OH:4])[CH2:5][CH2:6][P+:7]([c:8]1[cH:9][cH:10][cH:11][cH:12][cH:13]1)([c:14]1[cH:15][cH:16][cH:17][cH:18][cH:19]1)[c:20]1[cH:21][cH:22][cH:23][cH:24][cH:25]1.[CH3:26][O:27][c:28]1[cH:29][cH:30][c:31]([CH:32]=[O:33])[cH:34][cH:35]1.[CH3:38][S:39]([CH3:40])=[O:41].[H-:37].[Na+:36].[O:42]1[CH2:43][CH2:44][CH2:45][CH2:46]1>>[C:2](=[O:3])([OH:4])[CH2:5][CH:6]=[CH:32][c:31]1[cH:30][cH:29][c:28]([O:27][CH3:26])[cH:35][cH:34]1. The reactants are [Al+3], [H-], [H-], [H-], [H-], [Li+], CC(N)C1CC(=O)N(Cc2ccccc2)C1, [Na+], C1CCOC1, [OH-], O. The product is CC(N)C1CCN(Cc2ccccc2)C1. As a reaction SMILES: [Al+3:2].[H-:1].[H-:4].[H-:5].[H-:6].[Li+:3].[NH2:12][CH:13]([CH3:14])[CH:15]1[CH2:16][C:17](=[O:27])[N:18]([CH2:20][c:21]2[cH:22][cH:23][cH:24][cH:25][cH:26]2)[CH2:19]1.[Na+:29].[O:7]1[CH2:8][CH2:9][CH2:10][CH2:11]1.[OH-:28].[OH2:30]>>[NH2:12][CH:13]([CH3:14])[CH:15]1[CH2:16][CH2:17][N:18]([CH2:20][c:21]2[cH:22][cH:23][cH:24][cH:25][cH:26]2)[CH2:19]1.